Dataset: the Open Reaction Database (ORD), a public repository of structured organic reaction records. Task: describe an organic reaction: reactants, conditions, products, and yield The reactants are [OH-].[K+] (potassium hydroxide), COC=1C(=C(C=O)C=C(C1OC)[N+](=O)[O-])CCC (3,4-Dimethoxy-5-nitro-2-propylbenzaldehyde), CC1=CC=C(C=C1)S(=O)(=O)O (tosic acid), COC(OC)OC (trimethylorthoformate). Solvent: CO (methanol), CO (methanol). Yields the product COC1=C(C=C(C(=C1OC)CCC)C(OC)OC)[N+](=O)[O-] (2,3-Dimethoxy-5-dimethoxymethyl-4-propylnitrobenzene). RXN SMILES: [CH3:1][O:2][C:3]1[C:4]([CH2:16][CH2:17][CH3:18])=[C:5]([CH:8]=[C:9]([N+:13]([O-:15])=[O:14])[C:10]=1[O:11][CH3:12])C=O.CC1C=CC(S(O)(=O)=O)=CC=1.CO[CH:32]([O:35][CH3:36])[O:33][CH3:34].[OH-].[K+]>CO>[CH3:12][O:11][C:10]1[C:3]([O:2][CH3:1])=[C:4]([CH2:16][CH2:17][CH3:18])[C:5]([CH:32]([O:33][CH3:34])[O:35][CH3:36])=[CH:8][C:9]=1[N+:13]([O-:15])=[O:14] |f:3.4|. Reported procedure: A solution of the aldehyde from step (d) (14 g) tosic acid (0.2 g) and trimethylorthoformate (6.7 ml) in dry methanol (100 ml) was heated under reflux for 30 mins. A solution of potassium hydroxide in methanol (5 ml) was added to the reaction mixture and the solution evaporated to dryness. The residue was dissolved in ether, washed with water, dried, filtered and evaporated to leave a solid which crystallised from pentane as pale yellow prisms (11.6 g); mp 52.1°-54.0°. Starting materials: NC=1C(N(C(N(C1N)C1=CC=CC2=CC=CC=C12)=O)C)=O (5,6-diamino-3-methyl-1-(1-naphthyl)uracil), N(=O)[O-].[Na+] (sodium nitrite), NC1=CC(N(C(N1C1=CC=CC2=CC=CC=C12)=O)C)=O (6-amino-3-methyl-1-(1-naphthyl)uracil), C1(=CC=CC2=CC=CC=C12)N=C=O (1-naphthyl isocyanate), CN (methylamine), [H][H] (hydrogen), NC(=O)N (urea), C(#N)CC(=O)O (cyanoacetic acid). The product is CNC(=O)NC1=CC=CC2=CC=CC=C12 (N-Methyl-N'-(1-naphthyl)urea). Reaction SMILES: C1(N=C=O)C2C(=CC=CC=2)C=CC=1.CN.NC(N)=O.C(CC(O)=O)#N.N([O-])=O.[Na+].NC1[N:36]([C:37]2[C:46]3[C:41](=[CH:42][CH:43]=[CH:44][CH:45]=3)[CH:40]=[CH:39][CH:38]=2)[C:35](=[O:47])[N:34](C)[C:33](=O)C=1.[H][H].NC1C(=O)N(C)C(=O)N(C2C3C(=CC=CC=3)C=CC=2)C=1N>>[CH3:33][NH:34][C:35]([NH:36][C:37]1[C:46]2[C:41](=[CH:42][CH:43]=[CH:44][CH:45]=2)[CH:40]=[CH:39][CH:38]=1)=[O:47] |f:4.5|. Reported procedure: N-Methyl-N'-(1-naphthyl)urea was prepared preliminarily from 1-naphthyl isocyanate and methylamine by the same procedure as in Reference Example 1. The urea compound as the starting material was reacted with cyanoacetic acid to form a uracil ring. Using sodium nitrite a nitroso group was introduced into the 5-position of the uracil ring in the obtained 6-amino-3-methyl-1-(1-naphthyl)uracil and then reduced with hydrogen gas to prepare 5,6-diamino-3-methyl-1-(1-naphthyl)uracil. Starting materials: OC1=C(N(S(C2=C1SC1=C2C=CC=C1)(=O)=O)C)C(=O)OC (methyl 4-hydroxy-2-methyl-2H[1] benzothieno [2,3-e]-1,2-thiazine-3-carboxylate-1,1-dioxide), NC1=NC=CC=N1 (2-amino-pyrimidine). The product is OC1=C(N(S(C2=C1SC1=C2C=CC=C1)(=O)=O)C)C(=O)NC1=NC=CC=N1 (4-Hydroxy-2-methyl-N-(2-pyrimidinyl)-2H-[1] benzothieno [2,3-e]-1,2-thiazine-3-carboxamide-1,1-dioxide). Isolated yield 39.0%. Reaction SMILES: [OH:1][C:2]1[C:7]2[S:8][C:9]3[CH:14]=[CH:13][CH:12]=[CH:11][C:10]=3[C:6]=2[S:5](=[O:16])(=[O:15])[N:4]([CH3:17])[C:3]=1[C:18](OC)=[O:19].[NH2:22][C:23]1[N:28]=[CH:27][CH:26]=[CH:25][N:24]=1>>[OH:1][C:2]1[C:7]2[S:8][C:9]3[CH:14]=[CH:13][CH:12]=[CH:11][C:10]=3[C:6]=2[S:5](=[O:16])(=[O:15])[N:4]([CH3:17])[C:3]=1[C:18]([NH:22][C:23]1[N:28]=[CH:27][CH:26]=[CH:25][N:24]=1)=[O:19]. Procedure details: Prepared analogous to Example 1 from methyl 4-hydroxy-2-methyl-2H[1] benzothieno [2,3-e]-1,2-thiazine-3-carboxylate-1,1-dioxide and 2-amino-pyrimidine with a yield of 39% of theory. The reactants are ClC1=C2C(=C(N=N1)Cl)C=NC(=C2C)C2=CC=CC=C2 (1,4-dichloro-8-methyl-7-phenylpyrido[3,4-d]pyridazine), CC1CNCCO1 (2-methyl-morpholine). Yields the product CC1=C(N=CC2=C(N=NC(=C21)N2CC(OCC2)C)N2CC(OCC2)C)C2=CC=CC=C2 (8-methyl-1,4-bis(2-methylmorpholino)-7-phenylpyrido-[3,4-d]pyridazine). RXN SMILES: Cl[C:2]1[N:7]=[N:6][C:5](Cl)=[C:4]2[CH:9]=[N:10][C:11]([C:14]3[CH:19]=[CH:18][CH:17]=[CH:16][CH:15]=3)=[C:12]([CH3:13])[C:3]=12.[CH3:20][CH:21]1[O:26][CH2:25][CH2:24][NH:23][CH2:22]1>>[CH3:13][C:12]1[C:3]2[C:4](=[C:5]([N:23]3[CH2:24][CH2:25][O:26][CH:21]([CH3:20])[CH2:22]3)[N:6]=[N:7][C:2]=2[N:23]2[CH2:24][CH2:25][O:26][CH:21]([CH3:20])[CH2:22]2)[CH:9]=[N:10][C:11]=1[C:14]1[CH:19]=[CH:18][CH:17]=[CH:16][CH:15]=1. Procedure: 8.00 mg. of 1,4-dichloro-8-methyl-7-phenylpyrido[3,4-d]pyridazine was heated together with 2 g. of 2-methyl-morpholine at 120° C for 1.5 hours, after which time the excess 2-methylmorpholine was distilled off. To the residue was added 30 ml. of water and the resultant crystals were recovered by filtration and purified by column chromatography (silica gel; acetone: benzene=1:8) in the same manner described in Example 3. After removal of the solvent, the residue was dissolved in 20 ml. of ethanol.... Product: NOCCCCC(=O)O (5-Aminooxyvaleric acid). RXN SMILES: [NH2:1][O:2][CH2:3]CCC(O)=O.[C:9]1(=[O:14])[O:13][CH2:12][CH2:11][CH2:10]1.C1(=O)OC(C)CC1>>[NH2:1][O:2][CH2:3][CH2:12][CH2:11][CH2:10][C:9]([OH:13])=[O:14]. Procedure: 5-Aminooxyvaleric acid is prepared in the same manner using the procedure of Preparation 6 for 4-aminooxybutyric acid except that the γ-butyrolactone is replaced by γ-valerolactone. Starting materials: NOCCCC(=O)O (4-aminooxybutyric acid), C1(CCCO1)=O (γ-butyrolactone), C1(CCC(C)O1)=O (γ-valerolactone). Reactants: CC(C)(C)OC(=O)N1CCC(C#N)(c2ccc3ccccc3c2)CC1, Cl, C1COCCO1. Yields the product Cl, N#CC1(c2ccc3ccccc3c2)CCNCC1. RXN SMILES: [C:1]([O:2][C:3](=[O:4])[N:8]1[CH2:9][CH2:10][C:11]([c:14]2[cH:15][c:16]3[cH:17][cH:18][cH:19][cH:20][c:21]3[cH:22][cH:23]2)([C:24]#[N:25])[CH2:12][CH2:13]1)([CH3:5])([CH3:6])[CH3:7].[ClH:26].[O:27]1[CH2:28][CH2:29][O:30][CH2:31][CH2:32]1>>[ClH:26].[NH:8]1[CH2:9][CH2:10][C:11]([c:14]2[cH:15][c:16]3[cH:17][cH:18][cH:19][cH:20][c:21]3[cH:22][cH:23]2)([C:24]#[N:25])[CH2:12][CH2:13]1.